Dataset: the Open Reaction Database (ORD), a public repository of structured organic reaction records. Task: describe an organic reaction: reactants, conditions, products, and yield Reactants: [Br-], BrCc1ccccc1, C=Cc1ccccc1, [Mg], [Na], Cl[Ni]Cl, C1CCOC1, O. Yields the product C=Cc1cccc(Cc2ccccc2)c1. As a reaction SMILES: [Br-:3].[Br:12][CH2:13][c:14]1[cH:15][cH:16][cH:17][cH:18][cH:19]1.[CH:4](=[CH2:5])[c:6]1[cH:7][cH:8][cH:9][cH:10][cH:11]1.[Mg:2].[Na:1].[Ni:25]([Cl:26])[Cl:27].[O:20]1[CH2:21][CH2:22][CH2:23][CH2:24]1.[OH2:28]>>[CH:4](=[CH2:5])[c:6]1[cH:7][cH:8][cH:9][c:10]([CH2:13][c:14]2[cH:15][cH:16][cH:17][cH:18][cH:19]2)[cH:11]1. The reactants are CC(C)C[AlH]CC(C)C, Cc1ccccc1, COC(=O)c1ccc(O)c(Cl)c1, Cl. The product is OCc1ccc(O)c(Cl)c1. RXN SMILES: [CH3:1][CH:2]([CH2:3][AlH:4][CH2:5][CH:6]([CH3:7])[CH3:8])[CH3:9].[CH3:23][c:24]1[cH:25][cH:26][cH:27][cH:28][cH:29]1.[Cl:10][c:11]1[cH:12][c:13]([C:14](=[O:15])[O:16][CH3:17])[cH:18][cH:19][c:20]1[OH:21].[ClH:22]>>[Cl:10][c:11]1[cH:12][c:13]([CH2:14][OH:15])[cH:18][cH:19][c:20]1[OH:21]. Starting materials: C(C)OC(C(C)(C)S(=O)N1CCC1)=O (2-(azetidine-1-sulfinyl)-2-methyl-propionic acid ethyl ester), ClC1=CC(=CC=C1)C(=O)OO (meta-chloroperbenzoic acid), 900-OH. Run in C(Cl)Cl (DCM). Reaction conditions: time 2 hour. Yields the product C(C)OC(C(C)(C)S(=O)(=O)N1CCC1)=O (2-(azetidine-1-sulfonyl)-2-methyl-propionic acid ethyl ester). Isolated yield 101.2%. As a reaction SMILES: [CH2:1]([O:3][C:4](=[O:14])[C:5]([S:8]([N:10]1[CH2:13][CH2:12][CH2:11]1)=[O:9])([CH3:7])[CH3:6])[CH3:2].ClC1C=CC=C(C(OO)=[O:23])C=1>C(Cl)Cl>[CH2:1]([O:3][C:4](=[O:14])[C:5]([S:8]([N:10]1[CH2:11][CH2:12][CH2:13]1)(=[O:23])=[O:9])([CH3:7])[CH3:6])[CH3:2]. Procedure details: To a solution of 4.62 g (21 mmol) of 2-(azetidine-1-sulfinyl)-2-methyl-propionic acid ethyl ester in DCM (100 mL) at room temperature are added 5.46 g (32 mmol) of meta-chloroperbenzoic acid. The reaction is stirred for 1 h before Ambersep 900-OH resin (2.9 g) is introduced. The suspension is shaken for 2 h and then filtered. The filtrate is concentrated under reduced pressure. The residue is dissolved in DCM (50 mL) and washed with a saturated aqueous NaHCO3 solution (50 mL). The organic layer ... Reactants: C(CCC)C1=NC2=C(N1CC1=CC=C(C=C1)C=1C(=CC=CC1)C(=O)OC(C)(C)C)C=C(C=C2)NC(CCCC)=O (tert.butyl 4'-[(2-n-butyl-6-n-pentanoylamino-benzimidazol-1-yl)-methyl]biphenyl-2-carboxylate), FC(C(=O)O)(F)F (trifluoroacetic acid). Product: C(CCC)C1=NC2=C(N1CC1=CC=C(C=C1)C=1C(=CC=CC1)C(=O)O)C=C(C=C2)NC(CCCC)=O (4'-[(2-n-Butyl-6-n-pentanoylamino-benzimidazol-1-yl)-methyl]biphenyl-2-carboxylic acid). As a reaction SMILES: [CH2:1]([C:5]1[N:9]([CH2:10][C:11]2[CH:16]=[CH:15][C:14]([C:17]3[C:18]([C:23]([O:25]C(C)(C)C)=[O:24])=[CH:19][CH:20]=[CH:21][CH:22]=3)=[CH:13][CH:12]=2)[C:8]2[CH:30]=[C:31]([NH:34][C:35](=[O:40])[CH2:36][CH2:37][CH2:38][CH3:39])[CH:32]=[CH:33][C:7]=2[N:6]=1)[CH2:2][CH2:3][CH3:4].FC(F)(F)C(O)=O>>[CH2:1]([C:5]1[N:9]([CH2:10][C:11]2[CH:16]=[CH:15][C:14]([C:17]3[C:18]([C:23]([OH:25])=[O:24])=[CH:19][CH:20]=[CH:21][CH:22]=3)=[CH:13][CH:12]=2)[C:8]2[CH:30]=[C:31]([NH:34][C:35](=[O:40])[CH2:36][CH2:37][CH2:38][CH3:39])[CH:32]=[CH:33][C:7]=2[N:6]=1)[CH2:2][CH2:3][CH3:4]. Procedure details: Prepared in analogous manner to Example 9 from tert.butyl 4'-[(2-n-butyl-6-n-pentanoylamino-benzimidazol-1-yl)-methyl]biphenyl-2-carboxylate and trifluoroacetic acid. Starting materials: C(=NC1CCCCC1)=NC1CCCCC1, ClCCl, CC1(C)CCCc2ccc(C(=O)O)cc21, CN(C)c1ccncc1, CCOC(=O)c1ccc(O)cc1. The product is CCOC(=O)c1ccc(OC(=O)c2ccc3c(c2)C(C)(C)CCC3)cc1. As a reaction SMILES: [CH2:28]1[CH2:29][CH2:30][CH:31]([N:32]=[C:33]=[N:34][CH:35]2[CH2:36][CH2:37][CH2:38][CH2:39][CH2:40]2)[CH2:41][CH2:42]1.[CH2:52]([Cl:53])[Cl:54].[CH3:1][C:2]1([CH3:15])[CH2:3][CH2:4][CH2:5][c:6]2[cH:7][cH:8][c:9]([C:12](=[O:13])[OH:14])[cH:10][c:11]21.[CH3:43][N:44]([CH3:45])[c:46]1[cH:47][cH:48][n:49][cH:50][cH:51]1.[OH:16][c:17]1[cH:18][cH:19][c:20]([C:21](=[O:22])[O:23][CH2:24][CH3:25])[cH:26][cH:27]1>>[CH3:1][C:2]1([CH3:15])[CH2:3][CH2:4][CH2:5][c:6]2[cH:7][cH:8][c:9]([C:12]([O:13][c:17]3[cH:18][cH:19][c:20]([C:21](=[O:22])[O:23][CH2:24][CH3:25])[cH:26][cH:27]3)=[O:14])[cH:10][c:11]21. Starting materials: [Br-].C(C)OC(=O)C1=C(C[P+](C2=CC=CC=C2)(C2=CC=CC=C2)C2=CC=CC=C2)C=CC=C1 (2-ethoxycarbonylbenzyltriphenylphosphonium bromide), C(C)(C)(C)C=1N=C(SC1)C=1OC2=C(C1)C=C(C=C2)C=O (4-tert-butyl-2-(5-formylbenzofuran-2-yl)thiazole). The solvent is C(C)#N (acetonitrile), N12CCCCCC2=NCCC1 (1,8-diazabicyclo[5.4.0]undec-7-ene). Product: C(C)(C)(C)C=1N=C(SC1)C=1OC2=C(C1)C=C(C=C2)C=CC2=C(C=CC=C2)C(=O)OCC (4-tert-butyl-2-[5-{2-(2-ethoxycarbonylphenyl)ethenyl}benzofuran-2-yl]thiazole). The yield is 65.0%. Reaction SMILES: [Br-].[CH2:2]([O:4][C:5]([C:7]1[CH:32]=[CH:31][CH:30]=[CH:29][C:8]=1[CH2:9][P+](C1C=CC=CC=1)(C1C=CC=CC=1)C1C=CC=CC=1)=[O:6])[CH3:3].[C:33]([C:37]1[N:38]=[C:39]([C:42]2[O:43][C:44]3[CH:50]=[CH:49][C:48]([CH:51]=O)=[CH:47][C:45]=3[CH:46]=2)[S:40][CH:41]=1)([CH3:36])([CH3:35])[CH3:34]>C(#N)C.N12CCCN=C1CCCCC2>[C:33]([C:37]1[N:38]=[C:39]([C:42]2[O:43][C:44]3[CH:50]=[CH:49][C:48]([CH:51]=[CH:9][C:8]4[CH:29]=[CH:30][CH:31]=[CH:32][C:7]=4[C:5]([O:4][CH2:2][CH3:3])=[O:6])=[CH:47][C:45]=3[CH:46]=2)[S:40][CH:41]=1)([CH3:36])([CH3:35])[CH3:34] |f:0.1|. Procedure: To a solution of 2-ethoxycarbonylbenzyltriphenylphosphonium bromide (605 mg) and 4-tert-butyl-2-(5-formylbenzofuran-2-yl)thiazole (285 mg) in acetonitrile (5.00 ml), 1,8-diazabicyclo[5.4.0]undec-7-ene (0.317 ml) was added. The resulting solution was heated under reflux for 10 hours. After concentration under reduced pressure, diisopropyl ether was added to the residue. The resulting insoluble material was removed by filtration. After concentration of filtrate under reduced pressure, n-heptane wa...